Task: describe an organic reaction: reactants, conditions, products, and yield. Dataset: the Open Reaction Database (ORD), a public repository of structured organic reaction records Isolated yield 83.0%. Yields the product C(C1=CC=CC=C1)OC1=C(C(=S)NC=2C=C3C=CN(C3=CC2)C)C=C(C(=C1)OCC1=CC=CC=C1)C(C)C (2,4-dibenzyloxy-5-isopropyl-N-(1-methyl-1H-indol-5-yl)-thiobenzamide). Reaction SMILES: [CH2:1]([O:8][C:9]1[CH:27]=[C:26]([O:28][CH2:29][C:30]2[CH:35]=[CH:34][CH:33]=[CH:32][CH:31]=2)[C:25]([CH:36]([CH3:38])[CH3:37])=[CH:24][C:10]=1[C:11]([NH:13][C:14]1[CH:15]=[C:16]2[C:20](=[CH:21][CH:22]=1)[N:19]([CH3:23])[CH:18]=[CH:17]2)=O)[C:2]1[CH:7]=[CH:6][CH:5]=[CH:4][CH:3]=1.COC1C=CC(P2(SP(C3C=CC(OC)=CC=3)(=S)S2)=[S:48])=CC=1.O.NN>C1(C)C=CC=CC=1>[CH2:1]([O:8][C:9]1[CH:27]=[C:26]([O:28][CH2:29][C:30]2[CH:35]=[CH:34][CH:33]=[CH:32][CH:31]=2)[C:25]([CH:36]([CH3:38])[CH3:37])=[CH:24][C:10]=1[C:11]([NH:13][C:14]1[CH:15]=[C:16]2[C:20](=[CH:21][CH:22]=1)[N:19]([CH3:23])[CH:18]=[CH:17]2)=[S:48])[C:2]1[CH:7]=[CH:6][CH:5]=[CH:4][CH:3]=1 |f:2.3|. The reactants are C(C1=CC=CC=C1)OC1=C(C(=O)NC=2C=C3C=CN(C3=CC2)C)C=C(C(=C1)OCC1=CC=CC=C1)C(C)C (2,4-dibenzyloxy-5-isopropyl-N-(1-methyl-1H-indol-5-yl)-benzamide), COC=1C=CC(=CC1)P2(=S)SP(=S)(S2)C=3C=CC(=CC3)OC (Lawesson's reagent), O.NN (hydrazine hydrate). Conditions: temperature 0 celsius. Reported procedure: Benzamide (A) was treated with Lawesson's reagent (3.46 g, 8.58 mmol, 0.6 equiv.) in 80 mL toluene at 110° C. for three hours. The reaction mixture was cooled to 0° C., and treated with hydrazine hydrate (1.50 g, 30 mmol) at 0° C. for 10 minutes to decompose by-product and excess reagent. Normal EtOAc/water workup, followed by recrystallization in EtOAc/hexane yielded 2,4-dibenzyloxy-5-isopropyl-N-(1-methyl-1H-indol-5-yl)-thiobenzamide (B) as yellow solid (6.20 g, 12 mmol, 83%). The solvent is C1(=CC=CC=C1)C (toluene). Reactants: NC1=CC=C(C=C1)C (4-toluidine), NC1=C2C(C(=O)N(C2=O)O)=CC=C1 (3-amino-N-hydroxyphthalimide), [OH-].[Na+] (NaOH). Reported procedure: 172 mg (1.60 mmol) of 4-toluidine were reacted analogously to Example 1 in the presence of 32.1 mg (0.180 mmol) of 3-amino-N-hydroxyphthalimide. After a reaction time of 22 hours, the reaction solution was brought to pH 8 with 2M NaOH, extracted with chloroform and examined by NMR spectroscopy. Yield 62% of 4-aminobenzaldehyde. Reaction SMILES: [NH2:1][C:2]1[CH:7]=[CH:6][C:5]([CH3:8])=[CH:4][CH:3]=1.NC1C=CC=C2C(N(O)C(=O)C=12)=[O:14].[OH-].[Na+]>>[NH2:1][C:2]1[CH:7]=[CH:6][C:5]([CH:8]=[O:14])=[CH:4][CH:3]=1 |f:2.3|. Yield: 62.0%. Product: NC1=CC=C(C=O)C=C1 (4-aminobenzaldehyde).